From a dataset of the Open Reaction Database (ORD), a public repository of structured organic reaction records. describe an organic reaction: reactants, conditions, products, and yield Starting materials: C(C)(C)(C)OC(=O)N1C(C(N(CC1)CC(=O)OC)=O)CC1=CC=C(C=C1)OCC1=CC=CC=C1 (Methyl 4-(t-Butoxycarbonyl)-2-oxo-3-(4-benzyloxybenzyl)-1-piperazineacetate), [Li+].[OH-] (LiOH). The solvent is CO (methanol). Product: C(C)(C)(C)OC(=O)N1C(C(N(CC1)CC(=O)O)=O)CC1=CC=C(C=C1)OCC1=CC=CC=C1 (4-(t-Butoxycarbonyl)-2-oxo-3-(4-benzyloxybenzyl)-1-piperazineacetic acid). As a reaction SMILES: [C:1]([O:5][C:6]([N:8]1[CH2:13][CH2:12][N:11]([CH2:14][C:15]([O:17]C)=[O:16])[C:10](=[O:19])[CH:9]1[CH2:20][C:21]1[CH:26]=[CH:25][C:24]([O:27][CH2:28][C:29]2[CH:34]=[CH:33][CH:32]=[CH:31][CH:30]=2)=[CH:23][CH:22]=1)=[O:7])([CH3:4])([CH3:3])[CH3:2].[Li+].[OH-]>CO>[C:1]([O:5][C:6]([N:8]1[CH2:13][CH2:12][N:11]([CH2:14][C:15]([OH:17])=[O:16])[C:10](=[O:19])[CH:9]1[CH2:20][C:21]1[CH:22]=[CH:23][C:24]([O:27][CH2:28][C:29]2[CH:30]=[CH:31][CH:32]=[CH:33][CH:34]=2)=[CH:25][CH:26]=1)=[O:7])([CH3:4])([CH3:2])[CH3:3] |f:1.2|. Procedure: t-Boc-piperazinoneacetate 4a (0.251 g, 5.37×10-4 mole), 1 M aqueous LiOH (0.59 ml, 5.9×10-4 mole), and methanol (2 ml) are stirred at room temperature for 2 hours. The solvent is then evaporated and the resulting yellow oil is dissolved in CH2Cl2 and transferred to a separatory funnel where it is washed with 0.5 M aqueous HCl. The CH2Cl2 layer is separated and the acidic aqueous phase is extracted with CH2Cl2 (3 times). The CH2Cl2 extracts are combined and washed with saturated aqueous NaCl befo... Reactants: C(C)(=O)O[C@H]1C(SC[C@H]([C@@H]1OC(C)=O)OC(C)=O)Br (2,3,4-tri-O-acetyl-5-thio-D-xylopyranosyl bromide), C(C)(=O)C=1C(=C(C2=C(C=CO2)C1OC)OC)O (5-acetyl-4,7-dimethoxy-6-hydroxybenzofuran). Yields the product C(C)(=O)O[C@H]1[C@H](OC2=C(C3=C(C=CO3)C(=C2C(C)=O)OC)OC)SC[C@H]([C@@H]1OC(C)=O)OC(C)=O (5-acetyl-4,7-dimethoxy-6-benzofuranyl 2,3,4-tri-O-acetyl-5-thio-β-D-xylopyranoside). Reaction SMILES: [C:1]([O:4][C@@H:5]1[C@@H:10]([O:11][C:12](=[O:14])[CH3:13])[C@H:9]([O:15][C:16](=[O:18])[CH3:17])[CH2:8][S:7][CH:6]1Br)(=[O:3])[CH3:2].[C:20]([C:23]1[C:24]([OH:36])=[C:25]([O:34][CH3:35])[C:26]2[O:30][CH:29]=[CH:28][C:27]=2[C:31]=1[O:32][CH3:33])(=[O:22])[CH3:21]>>[C:1]([O:4][C@@H:5]1[C@@H:10]([O:11][C:12](=[O:14])[CH3:13])[C@H:9]([O:15][C:16](=[O:18])[CH3:17])[CH2:8][S:7][C@H:6]1[O:36][C:24]1[C:23]([C:20](=[O:22])[CH3:21])=[C:31]([O:32][CH3:33])[C:27]2[CH:28]=[CH:29][O:30][C:26]=2[C:25]=1[O:34][CH3:35])(=[O:3])[CH3:2]. Procedure details: By carrying out the process in a manner similar to example 7, starting from 2,3,4-tri-O-acetyl-5-thio-D-xylopyranosyl bromide and 5-acetyl-4,7-dimethoxy-6-hydroxybenzofuran, the desired product is obtained and is directly used in the following deprotection step without prior purification. Starting materials: IC1=C(C=NN1)C1=NC(=NC=C1)SC (4-(5-iodo-1H-pyrazol-4-yl)-2-(methylthio)pyrimidine), C1CC=COC1 (DHP), CC=1C=CC(=CC1)S(=O)(=O)O.O (TsOH.H2O). Reaction conditions: temperature 60 celsius, time 6 hour. The product is IC1=C(C=NN1C1OCCCC1)C1=NC(=NC=C1)SC (4-(5-iodo-1-(tetrahydro-2H-pyran-2-yl)-1H-pyrazol-4-yl)-2-(methylthio)pyrimidine). Yield: 60933.3%. Reaction SMILES: [I:1][C:2]1[NH:6][N:5]=[CH:4][C:3]=1[C:7]1[CH:12]=[CH:11][N:10]=[C:9]([S:13][CH3:14])[N:8]=1.[CH2:15]1[CH2:20][O:19][CH:18]=[CH:17][CH2:16]1.CC1C=CC(S(O)(=O)=O)=CC=1.O>>[I:1][C:2]1[N:6]([CH:18]2[CH2:17][CH2:16][CH2:15][CH2:20][O:19]2)[N:5]=[CH:4][C:3]=1[C:7]1[CH:12]=[CH:11][N:10]=[C:9]([S:13][CH3:14])[N:8]=1 |f:2.3|. Procedure details: A mixture of compound A (75.0 g, 0.235 mmol), DHP (39.6 g, 0.471 mmol) and TsOH.H2O (7.5 g) was stirred at 60° C. for 6 h. The mixture was cooled to room temperature and concentrated. The residue was purified by chromatography (EtOAc:petroleum ether=1:15) to give 4-(5-iodo-1-(tetrahydro-2H-pyran-2-yl)-1H-pyrazol-4-yl)-2-(methylthio)pyrimidine (B) (57.6 g, 60.8%). 1H NMR (400 MHz, CDCl3): δ 8.495 (d, 1H), 8.400 (s, 1H), 7.638 (d, 1H), 5.398 (m, 1H), 4.070 (m, 1H), 3.732 (m, 1H), 2.796 (s, 3H), 2.... Reactants: C(C1=CC=CC=C1)OC(=O)C1=C(C(=C(N1)CC=1NC(=C(C1CC)CC)CC=1NC(=C(C1CC(=O)OCC)C)C(=O)OCC1=CC=CC=C1)CC(=O)OCC)C (2,5-Bis-(5-benzyloxycarbonyl-3-ethoxycarbonylmethyl -4-methylpyrrol-2-ylmethyl)-3,4-diethylpyrrole). Reagents/catalysts: [Pd] (palladium-charcoal). Solvent: C1CCOC1 (THF). Product: C(=O)(O)C1=C(C(=C(N1)CC=1NC(=C(C1CC)CC)CC=1NC(=C(C1CC(=O)OCC)C)C(=O)O)CC(=O)OCC)C (2,5-Bis(5-carboxy-3-ethoxycarbonylmethyl-4-methylpyrrol-2-ylmethyl)-3,4-diethylpyrrole). Yield: 98.3%. As a reaction SMILES: C([O:8][C:9]([C:11]1[NH:15][C:14]([CH2:16][C:17]2[NH:18][C:19]([CH2:26][C:27]3[NH:28][C:29]([C:39]([O:41]CC4C=CC=CC=4)=[O:40])=[C:30]([CH3:38])[C:31]=3[CH2:32][C:33]([O:35][CH2:36][CH3:37])=[O:34])=[C:20]([CH2:24][CH3:25])[C:21]=2[CH2:22][CH3:23])=[C:13]([CH2:49][C:50]([O:52][CH2:53][CH3:54])=[O:51])[C:12]=1[CH3:55])=[O:10])C1C=CC=CC=1>C1COCC1.[Pd]>[C:39]([C:29]1[NH:28][C:27]([CH2:26][C:19]2[NH:18][C:17]([CH2:16][C:14]3[NH:15][C:11]([C:9]([OH:10])=[O:8])=[C:12]([CH3:55])[C:13]=3[CH2:49][C:50]([O:52][CH2:53][CH3:54])=[O:51])=[C:21]([CH2:22][CH3:23])[C:20]=2[CH2:24][CH3:25])=[C:31]([CH2:32][C:33]([O:35][CH2:36][CH3:37])=[O:34])[C:30]=1[CH3:38])([OH:41])=[O:40]. Reported procedure: 2,5-Bis(5-benzyloxycarbonyl-3-ethoxycarbonylmethyl-4-methylpyrrol-2-ylmethyl)-3,4-diethylpyrrole (11) (0.75 g, 1 mmol) was dissolved in 85 ml of dry THF and hydrogenated over 10% palladium-charcoal (41 mg) at 1 atm H2 until the reaction was deemed complete as judged by TLC. The catalyst was then separated by filtration, the solvent reduced in volume on the rotary evaporator, and the product precipitated by trituration with n-heptane. The white precipitate was collected by filtration and dried in... Starting materials: [I-].[K+] (potassium iodide), FC1=C(C(=O)C2CCNCC2)C=CC=C1 (4-(2-fluorobenzoyl)piperidine), C([O-])([O-])=O.[K+].[K+] (potassium carbonate), ClCCCC(C1=CC=C(C=C1)F)C1=CC=C(C=C1)F (4-chloro-1,1-bis(4-fluorophenyl)butane), C(C(=O)O)(=O)O (oxalic acid). Solvent: CN(C=O)C (dimethylformamide), O (water), CCOCC (ether). Product: C(C(=O)O)(=O)O.FC1=CC=C(C=C1)C(CCCN1CCC(CC1)C(C1=C(C=CC=C1)F)=O)C1=CC=C(C=C1)F (1-[4,4-bis(4-fluorophenyl)-1-butyl]-4-(2-fluorobenzoyl)piperidine oxalate). The yield is 34.6%. As a reaction SMILES: [F:1][C:2]1[CH:15]=[CH:14][CH:13]=[CH:12][C:3]=1[C:4]([CH:6]1[CH2:11][CH2:10][NH:9][CH2:8][CH2:7]1)=[O:5].C(=O)([O-])[O-].[K+].[K+].Cl[CH2:23][CH2:24][CH2:25][CH:26]([C:34]1[CH:39]=[CH:38][C:37]([F:40])=[CH:36][CH:35]=1)[C:27]1[CH:32]=[CH:31][C:30]([F:33])=[CH:29][CH:28]=1.[I-].[K+].[C:43]([OH:48])(=[O:47])[C:44]([OH:46])=[O:45]>CCOCC.O.CN(C)C=O>[C:43]([OH:48])(=[O:47])[C:44]([OH:46])=[O:45].[F:33][C:30]1[CH:29]=[CH:28][C:27]([CH:26]([C:34]2[CH:35]=[CH:36][C:37]([F:40])=[CH:38][CH:39]=2)[CH2:25][CH2:24][CH2:23][N:9]2[CH2:10][CH2:11][CH:6]([C:4](=[O:5])[C:3]3[CH:12]=[CH:13][CH:14]=[CH:15][C:2]=3[F:1])[CH2:7][CH2:8]2)=[CH:32][CH:31]=1 |f:1.2.3,5.6,11.12|. Procedure details: A mixture of 10.0 g of 4-(2-fluorobenzoyl)piperidine, 16.9 g of potassium carbonate, 20.8 g of 4-chloro-1,1-bis(4-fluorophenyl)butane, 250 ml of dimethylformamide and a few crystals of potassium iodide was heated at 90° for 8 hrs with stirring. The reaction mixture was poured into water and extracted with ethyl acetate. The ethyl acetate extract was washed with water, dried over anhydrous magnesium sulfate and the solvent removed in vacuo to yield an oil. The oil was dissolved in ether, and oxal... Starting materials: ClCCl, CCC(O)c1ncn2c1CN(C)C(=O)c1ccccc1-2. Yields the product CCC(=O)c1ncn2c1CN(C)C(=O)c1ccccc1-2. Reaction SMILES: [CH2:21]([Cl:22])[Cl:23].[OH:1][CH:2]([CH2:3][CH3:4])[c:5]1[n:6][cH:7][n:8]2[c:9]1[CH2:10][N:11]([CH3:20])[C:12](=[O:19])[c:13]1[c:14]-2[cH:15][cH:16][cH:17][cH:18]1>>[O:1]=[C:2]([CH2:3][CH3:4])[c:5]1[n:6][cH:7][n:8]2[c:9]1[CH2:10][N:11]([CH3:20])[C:12](=[O:19])[c:13]1[c:14]-2[cH:15][cH:16][cH:17][cH:18]1. Starting materials: CCO, Clc1nnc(CCCc2cccnc2)c2ccccc12, Cl, Nc1ccc(Cl)c(C(F)(F)F)c1, N, C1COCCO1, O. Yields the product FC(F)(F)c1cc(Nc2nnc(CCCc3cccnc3)c3ccccc23)ccc1Cl. As a reaction SMILES: [CH3:35][CH2:36][OH:37].[Cl:1][c:2]1[n:3][n:4][c:5]([CH2:12][CH2:13][CH2:14][c:15]2[cH:16][n:17][cH:18][cH:19][cH:20]2)[c:6]2[cH:7][cH:8][cH:9][cH:10][c:11]12.[ClH:38].[F:21][C:22]([c:23]1[cH:24][c:25]([NH2:26])[cH:27][cH:28][c:29]1[Cl:30])([F:31])[F:32].[NH3:33].[O:39]1[CH2:40][CH2:41][O:42][CH2:43][CH2:44]1.[OH2:34]>>[c:2]1([NH:26][c:25]2[cH:24][c:23]([C:22]([F:21])([F:31])[F:32])[c:29]([Cl:30])[cH:28][cH:27]2)[n:3][n:4][c:5]([CH2:12][CH2:13][CH2:14][c:15]2[cH:16][n:17][cH:18][cH:19][cH:20]2)[c:6]2[cH:7][cH:8][cH:9][cH:10][c:11]12. The reactants are CN1CCNCC1 (N-Methyl-piperazine), CCN(C(C)C)C(C)C (DIPEA), BrC=1C=C(C(=O)O)C=C(C1)I (3-bromo-5-iodo-benzoic acid). The solvent is S(=O)(Cl)Cl (thionyl chloride). Run at time 3 hour. The product is BrC=1C=C(C=C(C1)I)C(=O)N1CCN(CC1)C ((3-bromo-5-iodo-phenyl)-(4-methyl-piperazin-1-yl)-methanone). Isolated yield 79.9%. Reaction SMILES: [Br:1][C:2]1[CH:3]=[C:4]([CH:8]=[C:9]([I:11])[CH:10]=1)[C:5]([OH:7])=O.[CH3:12][N:13]1[CH2:18][CH2:17][NH:16][CH2:15][CH2:14]1.CCN(C(C)C)C(C)C>S(Cl)(Cl)=O>[Br:1][C:2]1[CH:3]=[C:4]([C:5]([N:16]2[CH2:17][CH2:18][N:13]([CH3:12])[CH2:14][CH2:15]2)=[O:7])[CH:8]=[C:9]([I:11])[CH:10]=1. Reported procedure: A solution of 3-bromo-5-iodo-benzoic acid (5.0 g, 15.3 mmol) in 100 mL of thionyl chloride was heated under reflux for 2 h. The reaction mixture was cooled to room temperature and concentrated under reduced pressure. The resulting solid was then dissolved in 100 mL of CH2Cl2. N-Methyl-piperazine (2.5 mL, 22.9 mmol) and DIPEA (5.3 mL, 30.6 mmol) were added and the reaction mixture was stirred at room temperature for 3 h. The resulting solution was concentrated under reduced pressure and the crude...